Dataset: the Open Reaction Database (ORD), a public repository of structured organic reaction records. Task: describe an organic reaction: reactants, conditions, products, and yield Starting materials: C1CCOC1, [Li]CCCC, CCCCCC, CC(C)(C)OC(=O)N1CCOCC(O)(COCC2CC2)C1, Fc1ccccc1Br, [Na+], O=S(=O)([O-])O. Yields the product CC(C)(C)OC(=O)N1CCOCC(O)(Cc2ccccc2F)C1. Reaction SMILES: [CH2:47]1[O:48][CH2:49][CH2:50][CH2:51]1.[CH2:7]([Li:8])[CH2:9][CH2:10][CH3:11].[CH3:1][CH2:2][CH2:3][CH2:4][CH2:5][CH3:6].[CH:20]1([CH2:21][O:22][CH2:25][C:26]2([OH:40])[CH2:27][N:28]([C:33](=[O:34])[O:35][C:36]([CH3:37])([CH3:38])[CH3:39])[CH2:29][CH2:30][O:31][CH2:32]2)[CH2:23][CH2:24]1.[F:12][c:13]1[c:14]([Br:19])[cH:15][cH:16][cH:17][cH:18]1.[Na+:46].[S:41]([O-:42])([OH:43])(=[O:44])=[O:45]>>[F:12][c:13]1[c:14]([CH2:25][C:26]2([OH:40])[CH2:27][N:28]([C:33](=[O:34])[O:35][C:36]([CH3:37])([CH3:38])[CH3:39])[CH2:29][CH2:30][O:31][CH2:32]2)[cH:15][cH:16][cH:17][cH:18]1. The reactants are N(CC(=O)N[C@@H](C(C)C)C(=O)NCC(=O)N[C@@H]([C@@H](C)CC)C(=O)N1[C@H](C(=O)OCC2=CC=CC=C2)CCC1)C(=O)OC(C)(C)C (Boc-Gly-Val-Gly-Ile-Pro-OBzl). Reagents/catalysts: [Pd] (Pd-C). The solvent is C(C)(=O)O (acetic acid). The product is N(CC(=O)N[C@@H](C(C)C)C(=O)NCC(=O)N[C@@H]([C@@H](C)CC)C(=O)N1[C@H](C(=O)O)CCC1)C(=O)OC(C)(C)C (Boc-Gly-Val-Gly-Ile-Pro-OH). Isolated yield 97.6%. RXN SMILES: [NH:1]([C:39]([O:41][C:42]([CH3:45])([CH3:44])[CH3:43])=[O:40])[CH2:2][C:3]([NH:5][C@H:6]([C:10]([NH:12][CH2:13][C:14]([NH:16][C@H:17]([C:22]([N:24]1[CH2:38][CH2:37][CH2:36][C@H:25]1[C:26]([O:28]CC1C=CC=CC=1)=[O:27])=[O:23])[C@H:18]([CH2:20][CH3:21])[CH3:19])=[O:15])=[O:11])[CH:7]([CH3:9])[CH3:8])=[O:4]>C(O)(=O)C.[Pd]>[NH:1]([C:39]([O:41][C:42]([CH3:45])([CH3:43])[CH3:44])=[O:40])[CH2:2][C:3]([NH:5][C@H:6]([C:10]([NH:12][CH2:13][C:14]([NH:16][C@H:17]([C:22]([N:24]1[CH2:38][CH2:37][CH2:36][C@H:25]1[C:26]([OH:28])=[O:27])=[O:23])[C@H:18]([CH2:20][CH3:21])[CH3:19])=[O:15])=[O:11])[CH:7]([CH3:9])[CH3:8])=[O:4]. Procedure: III (7.8 g, 0.0123 mole) was taken in acetic acid (80 ml) and hydrogenated in the presence of 10% Pd-C (1 g) at 40 psi. After filtering the catalyst with the aid of celite, the solvent was removed under reduced pressure, triturated with ether, filtered, washed with ether then pet. ether and dried to obtain 6.5 g of the product (yield: 97.3%), m.p. shrinks at 127° C. and decomp. at 3 145° C. Rf3, 0.24; Rf4, 0.11 Anal. Calcd. for C25H43N5O10.1/2H2O: C 54.52, H 8.05, N 12.71%. Found: C 54.32, H 8.0...